From a dataset of the Open Reaction Database (ORD), a public repository of structured organic reaction records. describe an organic reaction: reactants, conditions, products, and yield Starting materials: O (water), ClC1=NC=C(C=N1)O (2-chloro-5-hydroxypyrimidine), C=1(C(=CC=CC1)S(=O)(=O)OCC1COC(OC1)(C)C)C (5-(toluenesulfonyloxymethyl)-2,2-dimethyl-1,3-dioxane), C([O-])([O-])=O.[Cs+].[Cs+] (cesium carbonate). Solvent: CN1C(CCC1)=O (N-methylpyrrolidone). Conditions: temperature 70 celsius, time 3.5 hour. Yields the product ClC1=NC=C(C=N1)OCC1COC(OC1)(C)C (2-Chloro-5-[(2,2-dimethyl-1,3-dioxan-5-yl)methoxy]pyrimidine). The yield is 74.1%. RXN SMILES: [Cl:1][C:2]1[N:7]=[CH:6][C:5]([OH:8])=[CH:4][N:3]=1.C1(C)C(S(O[CH2:19][CH:20]2[CH2:25][O:24][C:23]([CH3:27])([CH3:26])[O:22][CH2:21]2)(=O)=O)=CC=CC=1.C(=O)([O-])[O-].[Cs+].[Cs+].O>CN1CCCC1=O>[Cl:1][C:2]1[N:7]=[CH:6][C:5]([O:8][CH2:19][CH:20]2[CH2:25][O:24][C:23]([CH3:27])([CH3:26])[O:22][CH2:21]2)=[CH:4][N:3]=1 |f:2.3.4|. Reported procedure: To 2.53 g (19.4 mmol) of 2-chloro-5-hydroxypyrimidine, a solution of 5.95 g (19.8 mmol) of 5-(toluenesulfonyloxymethyl)-2,2-dimethyl-1,3-dioxane in 11 ml of N-methylpyrrolidone and 6.50 g (19.9 mmol) of cesium carbonate were added, and the reaction mixture was stirred at 70° C. for 3.5 hours. After completion of the reaction, the reaction solution was poured into water and extracted with ethyl acetate twice. The obtained organic layers were combined, washed with water and saturated sodium chlori... The reactants are ClC=1C=C(C=CC1OC)NC1=NC(=NC(=N1)NC1CCCCCC1)N(C1CCN(CC1)C)C (N-(3-chloro-4-methoxyphenyl)-N′-cycloheptyl-N″-methyl-N″-(1-methylpiperidin-4-yl)[1,3,5]triazine-2,4,6-triamine), [OH-].[Na+] (sodium hydroxide), N1=C(Cl)N=C(Cl)N=C1Cl (cyanuric chloride), ClC=1C=C(N)C=CC1OC (3-chloro-4-methoxyaniline). Product: ClC=1C=C(C=CC1OC)NC1=NC(=NC(=N1)Cl)Cl ((3-Chloro-4-methoxy-phenyl)-(4,6-dichloro-[1,3,5]triazin-2-yl)-amine). RXN SMILES: [Cl:1][C:2]1[CH:3]=[C:4]([NH:10]C2N=C(NC3CCCCCC3)N=C(N(C)C3CCN(C)CC3)N=2)[CH:5]=[CH:6][C:7]=1[O:8][CH3:9].[N:34]1[C:41]([Cl:42])=[N:40][C:38]([Cl:39])=[N:37][C:35]=1Cl.ClC1C=C(C=CC=1OC)N.[OH-].[Na+]>>[Cl:1][C:2]1[CH:3]=[C:4]([NH:10][C:35]2[N:34]=[C:41]([Cl:42])[N:40]=[C:38]([Cl:39])[N:37]=2)[CH:5]=[CH:6][C:7]=1[O:8][CH3:9] |f:3.4|. Procedure details: This reaction scheme illustrates synthesis of compound 137 by reaction of cyanuric chloride with 3-chloro-4-methoxyaniline using sodium hydroxide (NaOH) as base at 0–5° C. to yield (3-chloro-4-methoxy phenyl)-(4,6-dichloro-[1,3,5]triazine-2-yl)amine (compound 101), which on reaction with cycloheptylamine in presence of NaOH under reflux gave 6-chloro-N-(3-Chloro-4-methoxyphenyl)-N′-cycloheptyl-[1,3,5]triazine-2,4-diamine (compound 133). Compound 133 on reaction with 1-methyl-(4-methylamino)piper... Starting materials: NC(=S)N (Thiourea), II (iodine), solution, Cl (hydrochloric acid), N1=C(C=CC=C1)N1CCN(CC1)CCC1CCC(CC1)=O (4-[2-[4-(2-pyridinyl)-1-piperazinyl]ethyl]cyclohexanone). Run at temperature 150 celsius, time 30 minute. Yields the product N1=C(C=CC=C1)N1CCN(CC1)CCC1CC2=C(N=C(S2)N)CC1 ((±)-4,5,6,7-Tetrahydro-6-[2-[4-(2-pyridinyl)-1-piperazinyl]ethyl]-2-benzothiazolamine). Reaction SMILES: [NH2:1][C:2]([NH2:4])=[S:3].II.[N:7]1[CH:12]=[CH:11][CH:10]=[CH:9][C:8]=1[N:13]1[CH2:18][CH2:17][N:16]([CH2:19][CH2:20][CH:21]2[CH2:26][CH2:25][C:24](=O)[CH2:23][CH2:22]2)[CH2:15][CH2:14]1.Cl>>[N:7]1[CH:12]=[CH:11][CH:10]=[CH:9][C:8]=1[N:13]1[CH2:14][CH2:15][N:16]([CH2:19][CH2:20][CH:21]2[CH2:26][CH2:25][C:24]3[N:1]=[C:2]([NH2:4])[S:3][C:23]=3[CH2:22]2)[CH2:17][CH2:18]1. Procedure: Thiourea (7.56 g) and iodine (12.61 g) are mixed and stirred mechanically under a stream of nitrogen. To this mixture is added 4-[2-[4-(2-pyridinyl)-1-piperazinyl]ethyl]cyclohexanone (9.52 g) (Example J) and the temperature gradually increased to 150° C. Following 30 minutes at this temperature, the mixture is cooled to room temperature and treated with 250 ml of a 10% solution of hydrochloric acid. Some insoluble material is filtered, the filtrate made basic with ammonium hydroxide, and extract...